From a dataset of the Open Reaction Database (ORD), a public repository of structured organic reaction records. describe an organic reaction: reactants, conditions, products, and yield The reactants are Cl.CNOC (N,O-dimethylhydroxylamine hydrochloride), [Cl-].C[Al+]C (dimethylaluminum chloride), COC(=O)C1=C(N=C(S1)C1=CC=CC=C1)COC (4-methoxymethyl-2-phenyl-thiazole-5-carboxylic acid methyl ester). The solvent is C(Cl)Cl (CH2Cl2), C(Cl)Cl (CH2Cl2). Run at temperature 0 celsius, time 2 hour. Product: CON(C(=O)C1=C(N=C(S1)C1=CC=CC=C1)COC)C (4-Methoxymethyl-2-phenyl-thiazole-5-carboxylic Acid Methoxy-methyl Amide). Isolated yield 97.9%. Reaction SMILES: Cl.[CH3:2][NH:3][O:4][CH3:5].[Cl-].C[Al+]C.CO[C:12]([C:14]1[S:18][C:17]([C:19]2[CH:24]=[CH:23][CH:22]=[CH:21][CH:20]=2)=[N:16][C:15]=1[CH2:25][O:26][CH3:27])=[O:13]>C(Cl)Cl>[CH3:5][O:4][N:3]([CH3:2])[C:12]([C:14]1[S:18][C:17]([C:19]2[CH:20]=[CH:21][CH:22]=[CH:23][CH:24]=2)=[N:16][C:15]=1[CH2:25][O:26][CH3:27])=[O:13] |f:0.1,2.3|. Procedure: A solution of N,O-dimethylhydroxylamine hydrochloride(13.3 g, 136.3 mmole, 6.0 eq) in dry CH2Cl2(250 ml) at 0° C. was treated dropwise with neat dimethylaluminum chloride (12.7 ml, 136.3 mmole, 6.0 eq) and the resulting mixture stirred at 0° C. for 2 hours then allowed to warm to RT. To this mixture was added dropwise a solution of the above-prepared 4-methoxymethyl-2-phenyl-thiazole-5-carboxylic acid methyl ester (5.98 g, 22.71 mmole, 1.0 eq) in CH2Cl2 (20 ml). The yellow mixture was then stirr... Reactants: O=C(O)c1cccc(N=C=S)c1, COc1ccc(C(=O)Nc2ccccc2)cc1N, CCOC(C)=O. Yields the product COc1ccc(C(=O)Nc2ccccc2)cc1NC(=S)Nc1cccc(C(=O)O)c1. As a reaction SMILES: [C:19](=[O:20])([OH:21])[c:22]1[cH:23][c:24]([N:28]=[C:29]=[S:30])[cH:25][cH:26][cH:27]1.[CH3:1][O:2][c:3]1[c:4]([NH2:18])[cH:5][c:6]([C:7](=[O:8])[NH:9][c:10]2[cH:11][cH:12][cH:13][cH:14][cH:15]2)[cH:16][cH:17]1.[CH3:31][CH2:32][O:33][C:34](=[O:35])[CH3:36]>>[CH3:1][O:2][c:3]1[c:4]([NH:18][C:29]([NH:28][c:24]2[cH:23][c:22]([C:19](=[O:20])[OH:21])[cH:27][cH:26][cH:25]2)=[S:30])[cH:5][c:6]([C:7](=[O:8])[NH:9][c:10]2[cH:11][cH:12][cH:13][cH:14][cH:15]2)[cH:16][cH:17]1. The reactants are CN(CCOC1=C(C=CC(=C1)C(=O)OC)C1=CC=C(C=C1)F)C (methyl 2-(2-dimethylaminoethoxy)-4′-fluoro-1,1′-biphenyl-4-carboxylate), Cl.CN(CCCl)C (2-(dimethylamino)ethylchloride hydrochloride). Product: CN(CCOC1=C(C=CC(=C1)C(=O)O)C1=CC=C(C=C1)F)C (2-(2-Dimethylaminoethoxy)-4′-fluoro-1,1′-biphenyl-4-carboxylic acid). As a reaction SMILES: [CH3:1][N:2]([CH3:23])[CH2:3][CH2:4][O:5][C:6]1[CH:11]=[C:10]([C:12]([O:14]C)=[O:13])[CH:9]=[CH:8][C:7]=1[C:16]1[CH:21]=[CH:20][C:19]([F:22])=[CH:18][CH:17]=1.Cl.CN(C)CCCl>>[CH3:1][N:2]([CH3:23])[CH2:3][CH2:4][O:5][C:6]1[CH:11]=[C:10]([C:12]([OH:14])=[O:13])[CH:9]=[CH:8][C:7]=1[C:16]1[CH:17]=[CH:18][C:19]([F:22])=[CH:20][CH:21]=1 |f:1.2|. Reported procedure: Using the procedure outlined in Description 77, the title compound was prepared from methyl 2-(2-dimethylaminoethoxy)-4′-fluoro-1,1′-biphenyl-4-carboxylate (D78) (200 mg, 0.61 mmol)) and 2-(dimethylamino)ethylchloride hydrochloride (114 mg, 0.79 mmol) as a solid (122 mg). MS(ES): MH+ 304, M-H+ 302. Starting materials: C1(=CC=CC=C1)[C@H](C)NC1=NC=CC(=N1)N1C=NC2=C1C=C(C=C2)I (2-[(S)-1-Phenylethylamino]-4-[6-iodobenzimidazol-1-yl]pyrimidine), C(=O)(O)C=1C=C(C=CC1)B(O)O (3-carboxyphenylboronic acid). Product: C1(=CC=CC=C1)[C@H](C)NC1=NC=CC(=N1)N1C=NC2=C1C=C(C=C2)C2=CC(=CC=C2)C(=O)O (2-[(S)-1-Phenylethylamino]-4-[6-(3-carboxyphenyl)benzimidazol-1-yl]pyrimidine). Reaction SMILES: [C:1]1([C@@H:7]([NH:9][C:10]2[N:15]=[C:14]([N:16]3[C:20]4[CH:21]=[C:22](I)[CH:23]=[CH:24][C:19]=4[N:18]=[CH:17]3)[CH:13]=[CH:12][N:11]=2)[CH3:8])[CH:6]=[CH:5][CH:4]=[CH:3][CH:2]=1.[C:26]([C:29]1[CH:30]=[C:31](B(O)O)[CH:32]=[CH:33][CH:34]=1)([OH:28])=[O:27]>>[C:1]1([C@@H:7]([NH:9][C:10]2[N:15]=[C:14]([N:16]3[C:20]4[CH:21]=[C:22]([C:33]5[CH:32]=[CH:31][CH:30]=[C:29]([C:26]([OH:28])=[O:27])[CH:34]=5)[CH:23]=[CH:24][C:19]=4[N:18]=[CH:17]3)[CH:13]=[CH:12][N:11]=2)[CH3:8])[CH:6]=[CH:5][CH:4]=[CH:3][CH:2]=1. Procedure: The title compound was prepared according to the procedure described in EXAMPLE 416, starting from 2-[(S)-1-Phenylethylamino]-4-[6-iodobenzimidazol-1-yl]pyrimidine and 3-carboxyphenylboronic acid. Mass spectrum (ESI) 436.3 (M+1). Starting materials: ClC1=C(C(=CC(=C1)Cl)Cl)N1N=C(C(C1=O)Br)NC(C1=CC(=CC=C1)NC(C(CC)OC1=C(C=C(C=C1)C(C)(C)CC)C(C)(C)CC)=O)=O (1-(2,4,6-trichlorophenyl)-3-{3-[2-(2,4-di-tert-amylphenoxy)butyramido]benzamido}-4-bromo-5-oxo-2-pyrazoline), CC=1C=NNC1 (4-methylpyrazole). The solvent is C(C)(=O)OCC (ethyl acetate). Reaction conditions: temperature 90 celsius, time 2 hour. Yields the product ClC1=C(C(=CC(=C1)Cl)Cl)N1N=C(C(C1=O)C1=NNC=C1C)NC(C1=CC(=CC=C1)NC(C(CC)OC1=C(C=C(C=C1)C(C)(C)CC)C(C)(C)CC)=O)=O (1-(2,4,6-Trichlorophenyl)-3-{3-[2-(2,4-di-tert-amylphenoxy)butyramido]benzamido}-4-(4-methylpyrazolyl)-5-oxo-2-pyrazoline). Reaction SMILES: [Cl:1][C:2]1[CH:7]=[C:6]([Cl:8])[CH:5]=[C:4]([Cl:9])[C:3]=1[N:10]1[C:14](=[O:15])[CH:13](Br)[C:12]([NH:17][C:18](=[O:48])[C:19]2[CH:24]=[CH:23][CH:22]=[C:21]([NH:25][C:26](=[O:47])[CH:27]([O:30][C:31]3[CH:36]=[CH:35][C:34]([C:37]([CH2:40][CH3:41])([CH3:39])[CH3:38])=[CH:33][C:32]=3[C:42]([CH2:45][CH3:46])([CH3:44])[CH3:43])[CH2:28][CH3:29])[CH:20]=2)=[N:11]1.[CH3:49][C:50]1[CH:51]=[N:52][NH:53][CH:54]=1>C(OCC)(=O)C>[Cl:1][C:2]1[CH:7]=[C:6]([Cl:8])[CH:5]=[C:4]([Cl:9])[C:3]=1[N:10]1[C:14](=[O:15])[CH:13]([C:51]2[C:50]([CH3:49])=[CH:54][NH:53][N:52]=2)[C:12]([NH:17][C:18](=[O:48])[C:19]2[CH:24]=[CH:23][CH:22]=[C:21]([NH:25][C:26](=[O:47])[CH:27]([O:30][C:31]3[CH:36]=[CH:35][C:34]([C:37]([CH2:40][CH3:41])([CH3:39])[CH3:38])=[CH:33][C:32]=3[C:42]([CH2:45][CH3:46])([CH3:44])[CH3:43])[CH2:28][CH3:29])[CH:20]=2)=[N:11]1. Procedure details: 45 g of 1-(2,4,6-trichlorophenyl)-3-{3-[2-(2,4-di-tert-amylphenoxy)butyramido]benzamido}-4-bromo-5-oxo-2-pyrazoline and 19 g of 4-methylpyrazole were mixed with each other, then stirred for 2 hours under heating at 90° C. To the reaction mixture was added 500 ml of ethyl acetate, followed by washing several times with water. The ethyl acetate layer was dried with anhydrous sodium sulfate and concentrated. Upon crystallization of the residue from a solvent mixture of 100 ml of acetonitrile and 20... Starting materials: CC1=NC2=CC=C3C(=C2C=C1)O[C@H](CO3)COS(=O)(=O)C3=CC=C(C=C3)Br ((2R)-4-bromobenzenesulfonic acid 8-methyl-2,3-dihydro-[1,4]dioxino[2,3-f]quinolin-2-ylmethyl ester), N1CC(C1)CC1=CN(C2=CC=C(C=C12)F)C (3-azetidin-3-ylmethyl-5-fluoro-1-methyl-1H-indole). The product is FC=1C=C2C(=CN(C2=CC1)C)CC1CN(C1)CC1COC=2C(=C3C=CC(=NC3=CC2)C)O1 (2-[3-(5-Fluoro-1-methyl-1H-indol-3-ylmethyl)-azetidin-1-ylmethyl]-8-methyl-2,3-dihydro-[1,4]dioxino[2,3-f]quinoline). RXN SMILES: [CH3:1][C:2]1[CH:11]=[CH:10][C:9]2[C:4](=[CH:5][CH:6]=[C:7]3[O:15][CH2:14][C@H:13]([CH2:16]OS(C4C=CC(Br)=CC=4)(=O)=O)[O:12][C:8]3=2)[N:3]=1.[NH:28]1[CH2:31][CH:30]([CH2:32][C:33]2[C:41]3[C:36](=[CH:37][CH:38]=[C:39]([F:42])[CH:40]=3)[N:35]([CH3:43])[CH:34]=2)[CH2:29]1>>[F:42][C:39]1[CH:40]=[C:41]2[C:36](=[CH:37][CH:38]=1)[N:35]([CH3:43])[CH:34]=[C:33]2[CH2:32][CH:30]1[CH2:31][N:28]([CH2:16][CH:13]2[O:12][C:8]3=[C:9]4[C:4](=[CH:5][CH:6]=[C:7]3[O:15][CH2:14]2)[N:3]=[C:2]([CH3:1])[CH:11]=[CH:10]4)[CH2:29]1. Reported procedure: This compound was prepared as described for Example 2, using (2R)-4-bromobenzenesulfonic acid 8-methyl-2,3-dihydro-[1,4]dioxino[2,3-f]quinolin-2-ylmethyl ester (0.24 g, 0.53 mmol), 3-azetidin-3-ylmethyl-5-fluoro-1-methyl-1H-indole (0.12 g, 0.53 mmol), to afford 0.65 g of the (S)-enantiomer of the title compound as a light brown oil. The oxalate was prepared in methanol and collected as 0.047 g of a yellow solid, m.p. 193-195° C. Starting materials: C(C1=CC=CC=C1)N1CCNCC1 (1-Benzylpiperazine), O1C(=O)CCC2=CC=CC=C12 (3,4-dihydrocoumarine). Reaction conditions: temperature 90 celsius, time 3 hour. Yields the product C(C1=CC=CC=C1)N1CCN(CC1)C(CCC1=C(C=CC=C1)O)=O (1-(4-Benzylpiperazino)-3-(2-hydroxyphenyl)-1-propanone). The yield is 108.9%. As a reaction SMILES: [CH2:1]([N:8]1[CH2:13][CH2:12][NH:11][CH2:10][CH2:9]1)[C:2]1[CH:7]=[CH:6][CH:5]=[CH:4][CH:3]=1.[O:14]1[C:24]2[C:19](=[CH:20][CH:21]=[CH:22][CH:23]=2)[CH2:18][CH2:17][C:15]1=[O:16]>>[CH2:1]([N:8]1[CH2:13][CH2:12][N:11]([C:15](=[O:16])[CH2:17][CH2:18][C:19]2[CH:20]=[CH:21][CH:22]=[CH:23][C:24]=2[OH:14])[CH2:10][CH2:9]1)[C:2]1[CH:3]=[CH:4][CH:5]=[CH:6][CH:7]=1. Procedure: 1-Benzylpiperazine (2.38 g) was added to 3,4-dihydrocoumarine (2.00 g) and stirred for 3 hours at 90° C., thereby yielding the entitled compound (4.77 g) as pale brown syrup.